From a dataset of the Open Reaction Database (ORD), a public repository of structured organic reaction records. describe an organic reaction: reactants, conditions, products, and yield Reactants: CCOc1cc(C=CC(=O)OC)ccc1-c1cccc(NCC(=O)OC(C)(C)C)n1, CO. Product: CCOc1cc(CCC(=O)OC)ccc1-c1cccc(NCC(=O)OC(C)(C)C)n1. RXN SMILES: [CH3:1][O:2][C:3]([CH:4]=[CH:5][c:6]1[cH:7][c:8]([O:27][CH2:28][CH3:29])[c:9](-[c:12]2[n:13][c:14]([NH:18][CH2:19][C:20](=[O:21])[O:22][C:23]([CH3:24])([CH3:25])[CH3:26])[cH:15][cH:16][cH:17]2)[cH:10][cH:11]1)=[O:30].[CH3:31][OH:32]>>[CH3:1][O:2][C:3]([CH2:4][CH2:5][c:6]1[cH:7][c:8]([O:27][CH2:28][CH3:29])[c:9](-[c:12]2[n:13][c:14]([NH:18][CH2:19][C:20](=[O:21])[O:22][C:23]([CH3:24])([CH3:25])[CH3:26])[cH:15][cH:16][cH:17]2)[cH:10][cH:11]1)=[O:30]. The reactants are O=C(Cl)c1cc(F)ccc1F, CN1CCC(C(=O)c2cccc(N)c2)CC1. The product is CN1CCC(C(=O)c2cccc(NC(=O)c3cc(F)ccc3F)c2)CC1. RXN SMILES: [F:17][c:18]1[c:19]([C:20](=[O:21])[Cl:22])[cH:23][c:24]([F:27])[cH:25][cH:26]1.[NH2:1][c:2]1[cH:3][c:4]([C:5](=[O:6])[CH:7]2[CH2:8][CH2:9][N:10]([CH3:13])[CH2:11][CH2:12]2)[cH:14][cH:15][cH:16]1>>[NH:1]([c:2]1[cH:3][c:4]([C:5](=[O:6])[CH:7]2[CH2:8][CH2:9][N:10]([CH3:13])[CH2:11][CH2:12]2)[cH:14][cH:15][cH:16]1)[C:20]([c:19]1[c:18]([F:17])[cH:26][cH:25][c:24]([F:27])[cH:23]1)=[O:21]. The reactants are O=C([O-])[O-], CSc1nc(Cl)c([N+](=O)[O-])c(Cl)n1, CN(C)C(=O)c1cccc(O)c1, CC#N, [Cs+], [Cs+]. Yields the product CSc1nc(Cl)c([N+](=O)[O-])c(Oc2cccc(C(=O)N(C)C)c2)n1. As a reaction SMILES: [C:14](=[O:15])([O-:16])[O-:17].[CH3:1][S:2][c:3]1[n:4][c:5]([Cl:13])[c:6]([N+:10](=[O:11])[O-:12])[c:7]([Cl:9])[n:8]1.[CH3:20][N:21]([C:22](=[O:23])[c:24]1[cH:25][c:26]([OH:30])[cH:27][cH:28][cH:29]1)[CH3:31].[CH3:32][C:33]#[N:34].[Cs+:18].[Cs+:19]>>[CH3:1][S:2][c:3]1[n:4][c:5]([Cl:13])[c:6]([N+:10](=[O:11])[O-:12])[c:7]([O:30][c:26]2[cH:25][c:24]([C:22]([N:21]([CH3:20])[CH3:31])=[O:23])[cH:29][cH:28][cH:27]2)[n:8]1. Starting materials: Cl, Cl, N#CBr, CC(C)N(CC(N)CO)c1ccccc1. The product is CC(C)N(CC1COC(N)=N1)c1ccccc1. RXN SMILES: [ClH:1].[ClH:2].[N:18]#[C:19][Br:20].[NH2:3][CH:4]([CH2:5][OH:6])[CH2:7][N:8]([c:9]1[cH:10][cH:11][cH:12][cH:13][cH:14]1)[CH:15]([CH3:16])[CH3:17]>>[N:3]1=[C:19]([NH2:18])[O:6][CH2:5][CH:4]1[CH2:7][N:8]([c:9]1[cH:10][cH:11][cH:12][cH:13][cH:14]1)[CH:15]([CH3:16])[CH3:17]. RXN SMILES: [N:18]([O-:19])=[O:20].[Na+:21].[OH:14][N+:15]([O-:16])=[O:17].[OH:1][c:2]1[cH:3][c:4]2[c:8]([cH:9][c:10]1[O:11][CH3:12])[C:7](=[O:13])[CH2:6][CH2:5]2>>[OH:1][c:2]1[c:3]([N+:15](=[O:14])[O-:16])[c:4]2[c:8]([cH:9][c:10]1[O:11][CH3:12])[C:7](=[O:13])[CH2:6][CH2:5]2. Product: COc1cc2c(c([N+](=O)[O-])c1O)CCC2=O. Starting materials: O=N[O-], [Na+], O=[N+]([O-])O, COc1cc2c(cc1O)CCC2=O. The reactants are BrCCCCN1C(SC(C1=O)(C)C)C (3-(4-bromobutyl)-2,5,5-trimethyl-4-thiazolidinone), Cl.Cl.C1(=CC=CC=C1)N1C=C(C2=CC=CC=C12)N1CCNCC1 (1-(1-phenyl-1H-indol-3-yl)piperazine dihydrochloride), C(C)(C)N(C(C)C)CC (N,N-diisopropylethylamine), [Na+].[I-] (NaI). Solvent: C(C)#N (acetonitrile). Reaction conditions: temperature 75 celsius. The product is Cl.Cl.C1(=CC=CC=C1)N1C=C(C2=CC=CC=C12)N1CCN(CC1)CCCCN1C(SC(C1=O)(C)C)C (3-(4-(1-[1-Phenyl-1H-indol-3-yl]-4-piperazinyl)butyl)-2,5,5-trimethyl-4-thiazolidinone dihydrochloride). Yield: 45.8%. As a reaction SMILES: Br[CH2:2][CH2:3][CH2:4][CH2:5][N:6]1[C:10](=[O:11])[C:9]([CH3:13])([CH3:12])[S:8][CH:7]1[CH3:14].[ClH:15].Cl.[C:17]1([N:23]2[C:31]3[C:26](=[CH:27][CH:28]=[CH:29][CH:30]=3)[C:25]([N:32]3[CH2:37][CH2:36][NH:35][CH2:34][CH2:33]3)=[CH:24]2)[CH:22]=[CH:21][CH:20]=[CH:19][CH:18]=1.C(N(CC)C(C)C)(C)C.[Na+].[I-]>C(#N)C>[ClH:15].[ClH:15].[C:17]1([N:23]2[C:31]3[C:26](=[CH:27][CH:28]=[CH:29][CH:30]=3)[C:25]([N:32]3[CH2:37][CH2:36][N:35]([CH2:2][CH2:3][CH2:4][CH2:5][N:6]4[C:10](=[O:11])[C:9]([CH3:13])([CH3:12])[S:8][CH:7]4[CH3:14])[CH2:34][CH2:33]3)=[CH:24]2)[CH:18]=[CH:19][CH:20]=[CH:21][CH:22]=1 |f:1.2.3,5.6,8.9.10|. Procedure: A mixture of 3-(4-bromobutyl)-2,5,5-trimethyl-4-thiazolidinone (5.00 g), 1-(1-phenyl-1H-indol-3-yl)piperazine dihydrochloride (7.80 g), N,N-diisopropylethylamine (9.65 g), NaI (350 mg) in acetonitrile (250 ml) was heated at 75° C. for 17 hours and the product was processed in substantially the same manner as in Example 10 to afford 2.80 g of crystals, m.p. 217°-219° C.